Dataset: the Open Reaction Database (ORD), a public repository of structured organic reaction records. Task: describe an organic reaction: reactants, conditions, products, and yield Starting materials: C(C)(=O)N(CCN1C(C(=C(C2=NC=C(C=C12)CC1=CC=C(C=C1)F)O)C(=O)OCC)=O)C (ethyl 1-{2-[acetyl(methyl)amino]ethyl}-7-[(4-fluorophenyl)methyl]-4-hydroxy-2-oxo-1,2-dihydro-1,5-naphthyridine-3-carboxylate), C(O)CN (ethanolamine). The product is C(C)(=O)N(CCN1C(C(=C(C2=NC=C(C=C12)CC1=CC=C(C=C1)F)O)C(=O)NCCO)=O)C (1-{2-[Acetyl(methyl)amino]ethyl}-7-[(4-fluorophenyl)methyl]-4-hydroxy-N-(2-hydroxyethyl)-2-oxo-1,2-dihydro-1,5-naphthyridine-3-carboxamide). As a reaction SMILES: [C:1]([N:4]([CH3:32])[CH2:5][CH2:6][N:7]1[C:16]2[C:11](=[N:12][CH:13]=[C:14]([CH2:17][C:18]3[CH:23]=[CH:22][C:21]([F:24])=[CH:20][CH:19]=3)[CH:15]=2)[C:10]([OH:25])=[C:9]([C:26](OCC)=[O:27])[C:8]1=[O:31])(=[O:3])[CH3:2].[CH2:33]([CH2:35][NH2:36])[OH:34]>>[C:1]([N:4]([CH3:32])[CH2:5][CH2:6][N:7]1[C:16]2[C:11](=[N:12][CH:13]=[C:14]([CH2:17][C:18]3[CH:19]=[CH:20][C:21]([F:24])=[CH:22][CH:23]=3)[CH:15]=2)[C:10]([OH:25])=[C:9]([C:26]([NH:36][CH2:35][CH2:33][OH:34])=[O:27])[C:8]1=[O:31])(=[O:3])[CH3:2]. Procedure: This compound was prepared from ethyl 1-{2-[acetyl(methyl)amino]ethyl}-7-[(4-fluorophenyl)methyl]-4-hydroxy-2-oxo-1,2-dihydro-1,5-naphthyridine-3-carboxylate and ethanolamine using methods similar to Example 574: step 2 to provide an off-white solid: 1H NMR (400 MHz, DMSO-d690° C.) δ ppm 1.85 (s, 3 H), 2.95 (s, 2 H), 3.49 (q, J=5.58 Hz, 3 H), 3.53 (d, J=13.58 Hz, 2 H), 3.58-3.66 (m, 2 H), 4.18 (s, 2 H), 4.36 (d, J=6.04 Hz, 2 H), 4.62-4.65 (m, 1 H), 7.12 (t, J=8.92 Hz, 2 H), 7.37-7.43 (m, 2 H), 8... The reactants are C(C1=CC=CC=C1)OC1=C(C=C2C(C=CNC2=C1)=O)C#N (7-benzyloxy-6-cyano-1,4-dihydroquinolin-4-one), S(=O)(Cl)Cl (thionyl chloride). Reagents/catalysts: CN(C)C=O (DMF). Yields the product C(C1=CC=CC=C1)OC1=C(C=C2C(=CC=NC2=C1)Cl)C#N (7-benzyloxy-4-chloro-6-cyanoquinoline). Reaction SMILES: [CH2:1]([O:8][C:9]1[CH:18]=[C:17]2[C:12]([C:13](=O)[CH:14]=[CH:15][NH:16]2)=[CH:11][C:10]=1[C:20]#[N:21])[C:2]1[CH:7]=[CH:6][CH:5]=[CH:4][CH:3]=1.S(Cl)([Cl:24])=O>CN(C=O)C>[CH2:1]([O:8][C:9]1[CH:18]=[C:17]2[C:12]([C:13]([Cl:24])=[CH:14][CH:15]=[N:16]2)=[CH:11][C:10]=1[C:20]#[N:21])[C:2]1[CH:7]=[CH:6][CH:5]=[CH:4][CH:3]=1. Procedure: A mixture of 7-benzyloxy-6-cyano-1,4-dihydroquinolin-4-one (3.5 g), thionyl chloride (50 ml) and DMF (10 drops) was heated at reflux for 3 hours. The volatiles were removed by evaporation and the residue was partitioned between water and methylene chloride. A saturated solution of sodium hydrogen carbonate was added until the aqueous phase became alkaline. The aqueous phase was extracted with methylene chloride, the organic phases were combined, washed with water and dried by passing through pha... The reactants are NC=1N=CC(=NC1C=1OC(=NN1)C1=CC=C(C=C1)CBr)C=1CCN(CC1)C(CC)=O (1-[4-[5-amino-6-[5-[4-(bromomethyl)phenyl]-1,3,4-oxadiazol-2-yl]pyrazin-2-yl]-3,6-dihydro-2H-pyridin-1-yl]propan-1-one), CN (methanamine). Solvent: C1CCOC1 (THF), CN(C)C=O (DMF). Yields the product NC=1N=CC(=NC1C=1OC(=NN1)C1=CC=C(C=C1)CNC)C=1CCN(CC1)C(CC)=O (1-[4-[5-amino-6-[5-[4-(methylaminomethyl)phenyl]-1,3,4-oxadiazol-2-yl]pyrazin-2-yl]-3,6-dihydro-2H-pyridin-1-yl]propan-1-one). Isolated yield 53.6%. RXN SMILES: [NH2:1][C:2]1[N:3]=[CH:4][C:5]([C:21]2[CH2:22][CH2:23][N:24]([C:27](=[O:30])[CH2:28][CH3:29])[CH2:25][CH:26]=2)=[N:6][C:7]=1[C:8]1[O:9][C:10]([C:13]2[CH:18]=[CH:17][C:16]([CH2:19]Br)=[CH:15][CH:14]=2)=[N:11][N:12]=1.[CH3:31][NH2:32]>C1COCC1.CN(C=O)C>[NH2:1][C:2]1[N:3]=[CH:4][C:5]([C:21]2[CH2:22][CH2:23][N:24]([C:27](=[O:30])[CH2:28][CH3:29])[CH2:25][CH:26]=2)=[N:6][C:7]=1[C:8]1[O:9][C:10]([C:13]2[CH:18]=[CH:17][C:16]([CH2:19][NH:32][CH3:31])=[CH:15][CH:14]=2)=[N:11][N:12]=1. Reported procedure: A solution of 1-[4-[5-amino-6-[5-[4-(bromomethyl)phenyl]-1,3,4-oxadiazol-2-yl]pyrazin-2-yl]-3,6-dihydro-2H-pyridin-1-yl]propan-1-one (20 mg, 0.04 mmol) and a solution of methanamine (107 μL of 2 M, 0.21 mmol) in THF was heated at 65° C. for 6 h. The reaction mixture was allowed to cool to room temperature and the solvents were evaporated under reduced pressure. The crude material obtained was dissolved in DMF (1 mL), filtered and purified by mass directed reverse phase LC/MS (1-99% ACN/H2O (5 mM... Starting materials: CC1(COC(OC1)C=1C2=CC=C(N2)C(=C2C=CC(C(=C3C=CC(=C(C=4C=CC1N4)C4OCC(CO4)(C)C)N3)C3=CC=CC=C3)=N2)C2=CC=CC=C2)C (5,10-Bis(5,5-dimethyl-1,3-dioxan-2-yl)-15,20-diphenylporphyrin), C(=O)(C(F)(F)F)O.O (TFA water), CHCl3 hexanes. Solvent: C(Cl)Cl (CH2Cl2). Product: C(=O)C=1C2=CC=C(N2)C(=C2C=CC(C(=C3C=CC(=C(C=4C=CC1N4)C=O)N3)C3=CC=CC=C3)=N2)C2=CC=CC=C2 (5,10-Diformyl-15,20-diphenylporphyrin). The yield is 86.8%. Reaction SMILES: CC1(C)CO[CH:5]([C:8]2[C:9]3[NH:13][C:12]([C:14]([C:46]4[CH:51]=[CH:50][CH:49]=[CH:48][CH:47]=4)=[C:15]4[N:45]=[C:18]([C:19]([C:39]5[CH:44]=[CH:43][CH:42]=[CH:41][CH:40]=5)=[C:20]5[NH:38][C:23](=[C:24]([CH:30]6OCC(C)(C)C[O:31]6)[C:25]6[CH:26]=[CH:27][C:28]=2[N:29]=6)[CH:22]=[CH:21]5)[CH:17]=[CH:16]4)=[CH:11][CH:10]=3)[O:4]C1.C(O)(C(F)(F)F)=O.O>C(Cl)Cl>[CH:5]([C:8]1[C:9]2[NH:13][C:12]([C:14]([C:46]3[CH:51]=[CH:50][CH:49]=[CH:48][CH:47]=3)=[C:15]3[N:45]=[C:18]([C:19]([C:39]4[CH:40]=[CH:41][CH:42]=[CH:43][CH:44]=4)=[C:20]4[NH:38][C:23](=[C:24]([CH:30]=[O:31])[C:25]5[CH:26]=[CH:27][C:28]=1[N:29]=5)[CH:22]=[CH:21]4)[CH:17]=[CH:16]3)=[CH:11][CH:10]=2)=[O:4] |f:1.2|. Procedure: As described for 5, a solution of 17 (30 mg, 44 μmol) in CH2Cl2 (5.0 mL) was treated with TFA/water (2.0 mL, 1:1) at room temperature for 3 days. The standard workup including chromatography (silica, CHCl3/hexanes) afforded a purple solid (19.8 mg, 88%): IR (neat) 1672, 1548, 1166 cm−1; 1H NMR δ −2.19 (s, 2H), 7.76-7.83 (m, 6H), 8.15-8.17 (m, 4H), 8.66 (s, 2H), 8.93 (d, J=4.8 Hz, 2H), 9.79 (s, 2H), 9.89 (s, 2H), 12.28 (s, 2H); 13C NMR δ 194.8, 141.0, 134.5, 128.7, 127.2, 109.7, 100.1; LD-MS obsd... Reactants: BrC(C(=O)OC)C(=O)OC (Dimethyl bromomalonate), C(C)(C)(C)OC([C@H]1N(CCC1)C([C@@H](N)C)=O)=O (L-alanyl-L-proline t-butyl ester). Solvent: ClCCl (dichloromethane), ClCCl (dichloromethane). Run at temperature 0 celsius, time 16 hour. Yields the product C(C)(C)(C)OC([C@H]1N(CCC1)C([C@@H](NC(C(=O)OC)C(=O)OC)C)=O)=O (N-(dimethoxycarbonylmethyl)-L-alanyl-L-proline t-butyl ester). Reaction SMILES: Br[CH:2]([C:7]([O:9][CH3:10])=[O:8])[C:3]([O:5][CH3:6])=[O:4].[C:11]([O:15][C:16](=[O:27])[C@@H:17]1[CH2:21][CH2:20][CH2:19][N:18]1[C:22](=[O:26])[C@H:23]([CH3:25])[NH2:24])([CH3:14])([CH3:13])[CH3:12]>ClCCl>[C:11]([O:15][C:16](=[O:27])[C@@H:17]1[CH2:21][CH2:20][CH2:19][N:18]1[C:22](=[O:26])[C@H:23]([CH3:25])[NH:24][CH:2]([C:7]([O:9][CH3:10])=[O:8])[C:3]([O:5][CH3:6])=[O:4])([CH3:13])([CH3:12])[CH3:14]. Procedure details: Dimethyl bromomalonate (6.6 ml.) was added to a stirred solution of L-alanyl-L-proline t-butyl ester (22.9 g.) in dichloromethane (40 ml.) which was cooled to 0° C., and the mixture was allowed to warm up to laboratory temperature and stirred at that temperature for 16 hours, then diluted with dichloromethane (150 ml.). The solution was washed successively twice with aqueous 0.5N-citric acid solution (150 ml. each time), water (200 ml.) and saturated aqueous sodium chloride solution (200 ml.), d...